Dataset: the Open Reaction Database (ORD), a public repository of structured organic reaction records. Task: describe an organic reaction: reactants, conditions, products, and yield Reaction SMILES: [Cl:1][c:2]1[n:3][cH:4][c:5]([F:23])[c:6]([NH:8][c:9]2[cH:10][cH:11][c:12]3[c:13]([cH:22]2)[NH:14][C:15](=[O:21])[CH:16]([CH:18]2[CH2:19][CH2:20]2)[O:17]3)[n:7]1.[NH2:24][c:25]1[cH:26][cH:27][c:28]2[cH:29][n:30][nH:31][c:32]2[cH:33]1>>[c:2]1([NH:24][c:25]2[cH:26][cH:27][c:28]3[cH:29][n:30][nH:31][c:32]3[cH:33]2)[n:3][cH:4][c:5]([F:23])[c:6]([NH:8][c:9]2[cH:10][cH:11][c:12]3[c:13]([cH:22]2)[NH:14][C:15](=[O:21])[CH:16]([CH:18]2[CH2:19][CH2:20]2)[O:17]3)[n:7]1. Reactants: O=C1Nc2cc(Nc3nc(Cl)ncc3F)ccc2OC1C1CC1, Nc1ccc2cn[nH]c2c1. Yields the product O=C1Nc2cc(Nc3nc(Nc4ccc5cn[nH]c5c4)ncc3F)ccc2OC1C1CC1. The reactants are FC(C=1C=C(C=C(C1)C(F)(F)F)C(C(=O)N(C)C=1C=NC(=CC1C1=C(C=C(C=C1)F)C)Cl)(C)C)(F)F (2-(3,5-bis-trifluoromethyl-phenyl)-N-[6-chloro-4-(4-fluoro-2-methyl-phenyl)-pyridin-3-yl]-N-methyl-isobutyramide), S1CNCC1 (thiazolidine). Solvent: aqueous solution, [OH-].[Na+] (sodium hydroxide). Run at temperature 180 celsius. Product: FC(C=1C=C(C=C(C1)C(F)(F)F)C(C(=O)N(C)C=1C=NC(=CC1C1=C(C=C(C=C1)F)C)N1CSCC1)(C)C)(F)F (2-(3,5-Bis-trifluoromethyl-phenyl)-N-[4-(4-fluoro-2-methyl-phenyl)-6-thiazolidin-3-yl-pyridin-3-yl]-N-methyl-isobutyramide). Isolated yield 12.0%. As a reaction SMILES: [F:1][C:2]([F:36])([F:35])[C:3]1[CH:4]=[C:5]([C:13]([CH3:34])([CH3:33])[C:14]([N:16]([C:18]2[CH:19]=[N:20][C:21](Cl)=[CH:22][C:23]=2[C:24]2[CH:29]=[CH:28][C:27]([F:30])=[CH:26][C:25]=2[CH3:31])[CH3:17])=[O:15])[CH:6]=[C:7]([C:9]([F:12])([F:11])[F:10])[CH:8]=1.[S:37]1[CH2:41][CH2:40][NH:39][CH2:38]1>[OH-].[Na+]>[F:1][C:2]([F:36])([F:35])[C:3]1[CH:4]=[C:5]([C:13]([CH3:34])([CH3:33])[C:14]([N:16]([C:18]2[CH:19]=[N:20][C:21]([N:39]3[CH2:40][CH2:41][S:37][CH2:38]3)=[CH:22][C:23]=2[C:24]2[CH:29]=[CH:28][C:27]([F:30])=[CH:26][C:25]=2[CH3:31])[CH3:17])=[O:15])[CH:6]=[C:7]([C:9]([F:12])([F:11])[F:10])[CH:8]=1 |f:2.3|. Procedure details: A mixture of 0.25 g (0.47 mmol) 2-(3,5-bis-trifluoromethyl-phenyl)-N-[6-chloro-4-(4-fluoro-2-methyl-phenyl)-pyridin-3-yl]-N-methyl-isobutyramide and 0.59 g (6.6 mmol) thiazolidine was heated three times at 180° C. for 30 minutes and once at 250° C. for 15 minutes under microwave irradiation in a sealed tube. The reaction mixture was diluted with a 0.2 M aqueous solution of sodium hydroxide and extracted with three portions of tert-butyl methyl ether. The combined organic extracts were dried over... RXN SMILES: [CH2:1]([CH2:2][CH3:3])[O:4][CH:5]1[CH2:6][CH2:7][C:8]2([O:9][CH2:12][CH2:11][O:10]2)[CH2:13][CH2:14]1.[O:15]1[CH2:16][CH2:17][CH2:18][CH2:19]1>>[CH2:1]([CH2:2][CH3:3])[O:4][CH:5]1[CH2:6][CH2:7][C:8](=[O:9])[CH2:13][CH2:14]1. Reactants: CCCOC1CCC2(CC1)OCCO2, C1CCOC1. The product is CCCOC1CCC(=O)CC1. As a reaction SMILES: [CH3:23][CH2:24][OH:25].[N+:1](=[O:2])([O-:3])[c:4]1[c:5]([C:6](=[O:7])[O:8][CH2:9][CH3:10])[cH:11][cH:12][cH:13][c:14]1[O:15][c:16]1[c:17]([Cl:22])[cH:18][cH:19][cH:20][cH:21]1>>[N+:1](=[O:2])([O-:3])[c:4]1[c:5]([C:6](=[O:7])[OH:8])[cH:11][cH:12][cH:13][c:14]1[O:15][c:16]1[c:17]([Cl:22])[cH:18][cH:19][cH:20][cH:21]1. The product is O=C(O)c1cccc(Oc2ccccc2Cl)c1[N+](=O)[O-]. The reactants are CCO, CCOC(=O)c1cccc(Oc2ccccc2Cl)c1[N+](=O)[O-]. Starting materials: FC=1C(=CC(=C(N)C1)OC1=C(C=CC=C1)OCC(=O)OC)N1C(N(C(=CC1=O)C(F)(F)F)C)=O (5-fluoro-2-{2-(methoxycarbonyl)methoxyphenoxy}-4-[3-methyl-2,6-dioxo-4-(trifluoromethyl)-1,2,3,6-tetrahydropyrimidin-1-yl]aniline), N(=O)OCCC(C)C (isoamyl nitrite), Cl (hydrochloric acid). The reagents and catalysts are [Cu]Cl (copper (I) chloride), [Cu](Cl)Cl (copper (II) chloride). The solvent is C(C)#N (acetonitrile), C(C)#N (acetonitrile). Run at time 2 hour. Yields the product ClC1=C(OC2=C(OCC(=O)OC)C=CC=C2)C=C(C(=C1)F)N1C(N(C(=CC1=O)C(F)(F)F)C)=O (methyl [2-{2-chloro-4-fluoro-5-[3-methyl-2,6-dioxo-4-(trifluoromethyl)-1,2,3,6-tetrahydropyrimidin-1-yl]phenoxy}phenoxy]acetate). Reaction SMILES: N(OCCC(C)C)=O.[F:9][C:10]1[C:11]([N:30]2[C:35](=[O:36])[CH:34]=[C:33]([C:37]([F:40])([F:39])[F:38])[N:32]([CH3:41])[C:31]2=[O:42])=[CH:12][C:13]([O:17][C:18]2[CH:23]=[CH:22][CH:21]=[CH:20][C:19]=2[O:24][CH2:25][C:26]([O:28][CH3:29])=[O:27])=[C:14]([CH:16]=1)N.[ClH:43]>[Cu]Cl.[Cu](Cl)Cl.C(#N)C>[Cl:43][C:14]1[CH:16]=[C:10]([F:9])[C:11]([N:30]2[C:35](=[O:36])[CH:34]=[C:33]([C:37]([F:40])([F:39])[F:38])[N:32]([CH3:41])[C:31]2=[O:42])=[CH:12][C:13]=1[O:17][C:18]1[CH:23]=[CH:22][CH:21]=[CH:20][C:19]=1[O:24][CH2:25][C:26]([O:28][CH3:29])=[O:27]. Procedure: A mixture of 11.02 g of isoamyl nitrite and 45 ml of acetonitrile was added dropwise to a mixture of 15.16 g of 5-fluoro-2-{2-(methoxycarbonyl)methoxyphenoxy}-4-[3-methyl-2,6-dioxo-4-(trifluoromethyl)-1,2,3,6-tetrahydropyrimidin-1-yl]aniline (produced in Intermediate Production Example 10), 6.21 g of copper (I) chloride, 12.65 g of copper (II) chloride, and 250 ml of acetonitrile at room temperature, and the mixture was stirred for 2 hour. This reaction solution was poured into 2% hydrochloric a... Reactants: C(=C)C(CCC)(CCC)O (4-vinylheptan-4-ol), BrC=1C=C(C=CC1)C(CCNC(C(F)(F)F)=O)O (N-(3-(3-bromophenyl)-3-hydroxypropyl)-2,2,2-trifluoroacetamide). Product: FC(C(=O)NCCC(C1=CC(=CC=C1)\C=C\C(CCC)(CCC)O)O)(F)F ((E)-2,2,2-trifluoro-N-(3-hydroxy-3-(3-(3-hydroxy-3-propylhex-1-enyl)phenyl)propyl)acetamide). Reaction SMILES: [CH:1]([C:3]([OH:10])([CH2:7][CH2:8][CH3:9])[CH2:4][CH2:5][CH3:6])=[CH2:2].Br[C:12]1[CH:13]=[C:14]([CH:18]([OH:28])[CH2:19][CH2:20][NH:21][C:22](=[O:27])[C:23]([F:26])([F:25])[F:24])[CH:15]=[CH:16][CH:17]=1>>[F:24][C:23]([F:25])([F:26])[C:22]([NH:21][CH2:20][CH2:19][CH:18]([OH:28])[C:14]1[CH:15]=[CH:16][CH:17]=[C:12](/[CH:2]=[CH:1]/[C:3]([OH:10])([CH2:7][CH2:8][CH3:9])[CH2:4][CH2:5][CH3:6])[CH:13]=1)=[O:27]. Procedure details: Coupling of 4-vinylheptan-4-ol with N-(3-(3-bromophenyl)-3-hydroxypropyl)-2,2,2-trifluoroacetamide following the method in Example 111 except the reaction was done in 1 hour at 90° C. gave (E)-2,2,2-trifluoro-N-(3-hydroxy-3-(3-(3-hydroxy-3-propylhex-1-enyl)phenyl)propyl)acetamide as a light color oil. Yield (42 g, 45%): 1H NMR (400 MHz, MeOD) δ 7.39 (s, 1H), 7.26-7.27 (m, 2H), 7.18-7.20 (m, 1H), 6.54 (d, J=16 Hz, 1H), 6.23 (d, J=16 Hz, 1H), 4.67 (t, J=6.4 Hz, 1H), 3.37 (t, J=7.2 Hz, 2H), 1.92-1.... Reactants: O=c1[nH]c2ccccc2n1CCBr, O=C([O-])[O-], CC(=O)CC(C)C, [I-], [Na+], [Na+], [Na+], OC(c1ccccc1)(c1ccccn1)C1CCNCC1. Product: O=c1[nH]c2ccccc2n1CCN1CCC(C(O)(c2ccccc2)c2ccccn2)CC1. RXN SMILES: [Br:21][CH2:22][CH2:23][n:24]1[c:25](=[O:33])[nH:26][c:27]2[c:28]1[cH:29][cH:30][cH:31][cH:32]2.[C:34](=[O:35])([O-:36])[O-:37].[CH2:42]([C:43]([CH3:44])=[O:45])[CH:46]([CH3:47])[CH3:48].[I-:40].[Na+:38].[Na+:39].[Na+:41].[n:1]1[c:2]([C:7]([CH:8]2[CH2:9][CH2:10][NH:11][CH2:12][CH2:13]2)([OH:14])[c:15]2[cH:16][cH:17][cH:18][cH:19][cH:20]2)[cH:3][cH:4][cH:5][cH:6]1>>[n:1]1[c:2]([C:7]([CH:8]2[CH2:9][CH2:10][N:11]([CH2:22][CH2:23][n:24]3[c:25](=[O:33])[nH:26][c:27]4[c:28]3[cH:29][cH:30][cH:31][cH:32]4)[CH2:12][CH2:13]2)([OH:14])[c:15]2[cH:16][cH:17][cH:18][cH:19][cH:20]2)[cH:3][cH:4][cH:5][cH:6]1.